This data is from the Open Reaction Database (ORD), a public repository of structured organic reaction records. The task is: describe an organic reaction: reactants, conditions, products, and yield Starting materials: C(=O)(OCC)COC=1C=C2C(=C(N(C2=CC1)CC1=C(C=C(C=C1)OC)OCC(=O)OCC)C(=O)OCC)C1=CC2=C(C=C1)OCO2 (Ethyl 5-carboethoxymethoxy-1-(2-carboethoxymethoxy-4-methoxybenzyl)-3-(3,4-methylenedioxyphenyl)indole-2-carboxylate), example 7b, C(=O)(OCC)COC1=C(CN2C(=C(C3=CC(=CC=C23)O)C2=CC3=C(C=C2)OCO3)C(=O)OCC)C=CC(=C1)OC (ethyl 1-(2-carboethoxymethoxy-4-methoxybenzyl)-5-hydroxy-3-(3,4-methylenedioxyphenyl)indole-2-carboxylate), BrCC(=O)OCC (ethyl bromoacetate). Product: C(=O)(O)COC=1C=C2C(=C(N(C2=CC1)CC1=C(C=C(C=C1)OC)OCC(=O)O)C(=O)O)C1=CC2=C(C=C1)OCO2 (5-Carboxymethoxy-1-(2-carboxymethoxy-4-methoxybenzyl)-3-(3,4-methylenedioxyphenyl)indole-2-carboxylic acid). RXN SMILES: [C:1]([CH2:6][O:7][C:8]1[CH:9]=[C:10]2[C:14](=[CH:15][CH:16]=1)[N:13]([CH2:17][C:18]1[CH:23]=[CH:22][C:21]([O:24][CH3:25])=[CH:20][C:19]=1[O:26][CH2:27][C:28]([O:30]CC)=[O:29])[C:12]([C:33]([O:35]CC)=[O:34])=[C:11]2[C:38]1[CH:43]=[CH:42][C:41]2[O:44][CH2:45][O:46][C:40]=2[CH:39]=1)([O:3]CC)=[O:2].C(COC1C=C(OC)C=CC=1CN1C2C(=CC(O)=CC=2)C(C2C=CC3OCOC=3C=2)=C1C(OCC)=O)(OCC)=O.BrCC(OCC)=O>>[C:1]([CH2:6][O:7][C:8]1[CH:9]=[C:10]2[C:14](=[CH:15][CH:16]=1)[N:13]([CH2:17][C:18]1[CH:23]=[CH:22][C:21]([O:24][CH3:25])=[CH:20][C:19]=1[O:26][CH2:27][C:28]([OH:30])=[O:29])[C:12]([C:33]([OH:35])=[O:34])=[C:11]2[C:38]1[CH:43]=[CH:42][C:41]2[O:44][CH2:45][O:46][C:40]=2[CH:39]=1)([OH:3])=[O:2]. Procedure: Ethyl 5-carboethoxymethoxy-1-(2-carboethoxymethoxy-4-methoxybenzyl)-3-(3,4-methylenedioxyphenyl)indole-2-carboxylate. The title compound was prepared from ethyl 1-(2-carboethoxymethoxy-4-methoxybenzyl)-5-hydroxy-3-(3,4-methylenedioxyphenyl)indole-2-carboxylate (150 mg, 0.26 mmol) and ethyl bromoacetate (55 mg, 0.33 mmol) by the method given in example 7b (119 mg, 69%). Reaction SMILES: [F:1][C:2]1[CH:7]=[C:6]([F:8])[CH:5]=[CH:4][C:3]=1[N:9]1[CH:13]([C:14]2[CH:19]=[C:18]([C:20]3[CH2:21][CH2:22][N:23](C(OC(C)(C)C)=O)[CH2:24][CH:25]=3)[CH:17]=[CH:16][C:15]=2[F:33])[CH2:12][C:11]([C:34]([F:40])([F:39])[C:35]([F:38])([F:37])[F:36])=[N:10]1.[ClH:41]>C(OCC)(=O)C>[ClH:41].[F:1][C:2]1[CH:7]=[C:6]([F:8])[CH:5]=[CH:4][C:3]=1[N:9]1[CH:13]([C:14]2[CH:19]=[C:18]([C:20]3[CH2:21][CH2:22][NH:23][CH2:24][CH:25]=3)[CH:17]=[CH:16][C:15]=2[F:33])[CH2:12][C:11]([C:34]([F:39])([F:40])[C:35]([F:37])([F:36])[F:38])=[N:10]1 |f:3.4|. Solvent: C(C)(=O)OCC (ethyl acetate). Conditions: time 3 hour. Reactants: FC1=C(C=CC(=C1)F)N1N=C(CC1C1=C(C=CC(=C1)C=1CCN(CC1)C(=O)OC(C)(C)C)F)C(C(F)(F)F)(F)F (1-(2,4-difluoro-phenyl)-5-[2-fluoro-5-(1-BOC-1,2,3,6-tetrahydropyridin-4-yl)-phenyl]-3-pentafluoroethyl-4,5-dihydro-1H-pyrazole), Cl (hydrochloric acid). Procedure: 1-(2,4-Difluoro-phenyl)-5-[2-fluoro-5-(1-BOC-1,2,3,6-tetrahydropyridin-4-yl)-phenyl]-3-pentafluoroethyl-4,5-dihydro-1H-pyrazole (360.0 mg, 0.70 mmol) prepared in Example 147 was added to a saturated solution of hydrochloric acid in ethyl acetate (5.0 mL). The reaction mixture was stirred at room temperature for 3 hours and then concentrated under reduced pressure to give 360.0 mg of the titled compound as a brown liquid. Yields the product Cl.FC1=C(C=CC(=C1)F)N1N=C(CC1C1=C(C=CC(=C1)C=1CCNCC1)F)C(C(F)(F)F)(F)F (1-(2,4-difluoro-phenyl)-5-[2-fluoro-5-(1,2,3,6-tetrahydropyridin-4-yl)-phenyl]-3-pentafluoroethyl-4,5-dihydro-1H-pyrazole hydrochloride). Reactants: ClC1=NC=NC(=C1)Cl (4,6-dichloropyrimidine), C(#N)C=1C=CC2=C([C@H]([C@@H](C(O2)(C)C)O)N)C1 (trans-6-cyano-4-amino-3,4-dihydro-2,2-dimethyl-2H-1-benzopyran-3-ol). The solvent is C(C)O (ethanol), C(C)N(CC)CC (triethylamine). Yields the product C(#N)C=1C=CC2=C([C@H]([C@@H](C(O2)(C)C)O)NC2=NC=NC(=C2)Cl)C1 (Trans-6-Cyano-4-[(6-chloropyrimidin-4-yl)amino]-3,4-dihydro-2,2-dimethyl-2H-1 -benzopyran-3-ol). RXN SMILES: [C:1]([C:3]1[CH:4]=[CH:5][C:6]2[O:11][C:10]([CH3:13])([CH3:12])[C@@H:9]([OH:14])[C@H:8]([NH2:15])[C:7]=2[CH:16]=1)#[N:2].[Cl:17][C:18]1[CH:23]=[C:22](Cl)[N:21]=[CH:20][N:19]=1>C(O)C.C(N(CC)CC)C>[C:1]([C:3]1[CH:4]=[CH:5][C:6]2[O:11][C:10]([CH3:13])([CH3:12])[C@@H:9]([OH:14])[C@H:8]([NH:15][C:22]3[CH:23]=[C:18]([Cl:17])[N:19]=[CH:20][N:21]=3)[C:7]=2[CH:16]=1)#[N:2]. Procedure: A solution of trans-6-cyano-4-amino-3,4-dihydro-2,2-dimethyl-2H-1-benzopyran-3-ol (prepared as described in U.S. Pat. No. 4,446,113) (2.0 g) and 4,6-dichloropyrimidine (1.5 g) in ethanol (25 mL) and triethylamine (1.3 mL) was heated under reflux for 72 h. The solution was allowed to cool and the precipitate filtered off, and dissolved in ethyl acetate. The ethyl acetate solution was washed with water, 0.5N hydrochloric acid, sodium bicarbonate solution, brine, and then dried (Na2SO4). Removal of... The reactants are Nc1ccc(Br)cn1, CC[SiH](CC)CC, CC#N, O=Cc1ccc(Cl)cc1, O=C(O)C(F)(F)F. Product: Clc1ccc(CNc2ccc(Br)cn2)cc1. RXN SMILES: [Br:1][c:2]1[cH:3][cH:4][c:5]([NH2:8])[n:6][cH:7]1.[CH2:18]([SiH:19]([CH2:20][CH3:21])[CH2:22][CH3:23])[CH3:24].[CH3:32][C:33]#[N:34].[Cl:9][c:10]1[cH:11][cH:12][c:13]([CH:14]=[O:15])[cH:16][cH:17]1.[OH:25][C:26]([C:27]([F:28])([F:29])[F:30])=[O:31]>>[Br:1][c:2]1[cH:3][cH:4][c:5]([NH:8][CH2:14][c:13]2[cH:12][cH:11][c:10]([Cl:9])[cH:17][cH:16]2)[n:6][cH:7]1. Reactants: CCNCC1CCN(Cc2ccccc2)C1, CCO, [H][H]. Product: CCNCC1CCNC1. RXN SMILES: [CH2:1]([CH3:2])[NH:3][CH2:4][CH:5]1[CH2:6][N:7]([CH2:10][c:11]2[cH:12][cH:13][cH:14][cH:15][cH:16]2)[CH2:8][CH2:9]1.[CH3:19][CH2:20][OH:21].[H:17][H:18]>>[CH2:1]([CH3:2])[NH:3][CH2:4][CH:5]1[CH2:6][NH:7][CH2:8][CH2:9]1. Starting materials: CC1=C(C(=O)OC)C=CC(=C1C)S(=O)(=O)C (methyl 2,3-dimethyl-4-methanesulfonylbenzoate), BrN1C(CCC1=O)=O (N-bromosuccinimide). Reagents/catalysts: C(C1=CC=CC=C1)(=O)OOC(C1=CC=CC=C1)=O (benzoyl peroxide). Run in C(Cl)(Cl)(Cl)Cl (carbon tetrachloride). Conditions: time 3 hour. Yields the product BrCC=1C(=C(C(=O)OC)C=CC1S(=O)(=O)C)C (methyl 3-bromomethyl-4-methanesulfonyl-2-methylbenzoate). Yield: 42.9%. As a reaction SMILES: [CH3:1][C:2]1[C:11]([CH3:12])=[C:10]([S:13]([CH3:16])(=[O:15])=[O:14])[CH:9]=[CH:8][C:3]=1[C:4]([O:6][CH3:7])=[O:5].[Br:17]N1C(=O)CCC1=O>C(Cl)(Cl)(Cl)Cl.C(OOC(=O)C1C=CC=CC=1)(=O)C1C=CC=CC=1>[Br:17][CH2:12][C:11]1[C:2]([CH3:1])=[C:3]([CH:8]=[CH:9][C:10]=1[S:13]([CH3:16])(=[O:14])=[O:15])[C:4]([O:6][CH3:7])=[O:5]. Procedure details: 10.8 g (0.045 mol) of methyl 2,3-dimethyl-4-methanesulfonylbenzoate was dissolved in 80 ml of carbon tetrachloride, and 8.3 g (0.047 mol) of N-bromosuccinimide and 0.1 g of benzoyl peroxide were then added, followed by stirring for 3 hours under heating reflux. After the solution was allowed to cool, insoluble substance was removed by filtration, and the resulting filtrate was washed with an aqueous sodium hydrogen bisulfite solution, and then dried over anhydrous magnesium sulfate. Next, the so... The reactants are COC=1C=C(C=C(C1OC)OC)C(CC(C(C)([N+](=O)[O-])C)C1=CC=NC=C1)=O (3',4',5'-trimethoxy-4-methyl-4-nitro-3-(4-pyridyl)-valerophenone). The reagents and catalysts are [Zn] (zinc), [Zn] (zinc). The solvent is C(C)(=O)O (acetic acid). Yields the product CC1(N[C@H](C[C@@H]1C1=CC=NC=C1)C1=CC(=C(C(=C1)OC)OC)OC)C (trans-4-[2,2-dimethyl-5-(3,4,5-trimethoxyphenyl)-3-pyrrolidinyl]-pyridine). RXN SMILES: [CH3:1][O:2][C:3]1[CH:4]=[C:5]([C:13](=O)[CH2:14][CH:15]([C:22]2[CH:27]=[CH:26][N:25]=[CH:24][CH:23]=2)[C:16]([CH3:21])([N+:18]([O-])=O)[CH3:17])[CH:6]=[C:7]([O:11][CH3:12])[C:8]=1[O:9][CH3:10]>[Zn].C(O)(=O)C>[CH3:17][C:16]1([CH3:21])[C@@H:15]([C:22]2[CH:27]=[CH:26][N:25]=[CH:24][CH:23]=2)[CH2:14][C@H:13]([C:5]2[CH:4]=[C:3]([O:2][CH3:1])[C:8]([O:9][CH3:10])=[C:7]([O:11][CH3:12])[CH:6]=2)[NH:18]1. Procedure details: A solution of 34 g. of 3',4',5'-trimethoxy-4-methyl-4-nitro-3-(4-pyridyl)-valerophenone in 340 ml. of glacial acetic acid is heated at 50°-60° C. with stirring. There are added portionwise 34 g. of zinc dust. The resulting mixture is left to react for 1 hour. Then a further 34 g. of zinc dust are added and after another hour, the reaction mixture is filtered. The filter residue is washed with glacial acetic acid and the filtrate evaporated under reduced pressure. The residue is taken up in water... Starting materials: CN(C=O)C (N,N-dimethylformamide), C(C)(=O)OC1=CC=C(C=C1)CC(=O)O (p-acetoxyphenylacetic acid), C(C(=O)Cl)(=O)Cl (oxalyl chloride). The solvent is C(Cl)Cl (methylene chloride). Run at time 1 hour. The product is C(C)(=O)OC1=CC=C(C=C1)CC(=O)Cl (p-acetoxyphenylacetyl chloride). RXN SMILES: [C:1]([O:4][C:5]1[CH:10]=[CH:9][C:8]([CH2:11][C:12]([OH:14])=O)=[CH:7][CH:6]=1)(=[O:3])[CH3:2].CN(C)C=O.C(Cl)(=O)C([Cl:23])=O>C(Cl)Cl>[C:1]([O:4][C:5]1[CH:10]=[CH:9][C:8]([CH2:11][C:12]([Cl:23])=[O:14])=[CH:7][CH:6]=1)(=[O:3])[CH3:2]. Reported procedure: 250 mg of p-acetoxyphenylacetic acid was dissolved in 5 ml of methylene chloride. To the solution were added, with ice cooling, a catalytic amount of N,N-dimethylformamide and 0.12 ml of oxalyl chloride. The mixture was stirred at room temperature for 1 hour. The reaction mixture was concentrated under reduced pressure to obtain p-acetoxyphenylacetyl chloride. This compound was dissolved in 5 ml of methylene chloride. To the solution was added 260 mg of a sulfur trioxide-dioxane complex with ice... Starting materials: C(C)(=O)N(C=1C=C(C=CC1Br)OC(C)=O)CC1=CC(=C(C=C1)OCCN1CCCCC1)F (acetic acid 3-{acetyl-[3-fluoro-4-(2-piperidin-1-ylethoxy)benzyl]amino}-4-bromophenyl ester), C=1(C(=CC=CC1)C)C (xylene), C(CCC)[Sn](C=1SC2=C(N1)C=CC=C2)(CCCC)CCCC (2-tributylstannylbenzothiazole), C([O-])([O-])=O.[K+].[K+] (potassium carbonate). The reagents and catalysts are Cl[Pd]([P](C1=CC=CC=C1)(C2=CC=CC=C2)C3=CC=CC=C3)([P](C4=CC=CC=C4)(C5=CC=CC=C5)C6=CC=CC=C6)Cl (dichlorobis(triphenylphosphine)palladium). The solvent is O (water), O (water), CO (methanol). Reaction conditions: time 15 minute. Yields the product S1C(=NC2=C1C=CC=C2)C2=C(C=C(C=C2)O)N(C(C)=O)CC2=CC(=C(C=C2)OCCN2CCCCC2)F (N-(2-Benzothiazol-2-yl-5-hydroxyphenyl)-N-[3-fluoro-4-(2-piperidin-1-ylethoxy)benzyl]acetamide). Yield: 39.1%. As a reaction SMILES: [C:1]([N:4]([CH2:16][C:17]1[CH:22]=[CH:21][C:20]([O:23][CH2:24][CH2:25][N:26]2[CH2:31][CH2:30][CH2:29][CH2:28][CH2:27]2)=[C:19]([F:32])[CH:18]=1)[C:5]1[CH:6]=[C:7]([O:12]C(=O)C)[CH:8]=[CH:9][C:10]=1Br)(=[O:3])[CH3:2].C1(C)C(C)=CC=CC=1.C([Sn](CCCC)(CCCC)[C:46]1[S:47][C:48]2[CH:54]=[CH:53][CH:52]=[CH:51][C:49]=2[N:50]=1)CCC.C(=O)([O-])[O-].[K+].[K+]>O.Cl[Pd](Cl)([P](C1C=CC=CC=1)(C1C=CC=CC=1)C1C=CC=CC=1)[P](C1C=CC=CC=1)(C1C=CC=CC=1)C1C=CC=CC=1.CO>[S:47]1[C:48]2[CH:54]=[CH:53][CH:52]=[CH:51][C:49]=2[N:50]=[C:46]1[C:10]1[CH:9]=[CH:8][C:7]([OH:12])=[CH:6][C:5]=1[N:4]([CH2:16][C:17]1[CH:22]=[CH:21][C:20]([O:23][CH2:24][CH2:25][N:26]2[CH2:31][CH2:30][CH2:29][CH2:28][CH2:27]2)=[C:19]([F:32])[CH:18]=1)[C:1](=[O:3])[CH3:2] |f:3.4.5,^1:72,91|. Reported procedure: A mixture of acetic acid 3-{acetyl-[3-fluoro-4-(2-piperidin-1-ylethoxy)benzyl]amino}-4-bromophenyl ester (50 mg) and dichlorobis(triphenylphosphine)palladium (II) (7 mg), xylene (1 ml) and 2-tributylstannylbenzothiazole (84 mg) was refluxed for 1.5 hours. The reaction mixture was cooled at room temperature, methanol (2 ml), water (1 ml) and potassium carbonate (50 mg) was added thereto, and the solution was vigourously stirred for 15 minutes at room temperature. The reaction mixture was diluted ... The reactants are [BH4-].[Na+] (sodium borohydride), ClC1=CC(=C(C=C1)C1=CC(=CC=C1)C=O)C (4′-chloro-2′-methylbiphenyl-3-carbaldehyde). The solvent is C(C)O (ethanol). Reaction conditions: time 1 hour. Yields the product ClC1=CC(=C(C=C1)C1=CC(=CC=C1)CO)C ((4′-chloro-2′-methylbiphenyl-3-yl)methanol). Reaction SMILES: [BH4-].[Na+].[Cl:3][C:4]1[CH:9]=[CH:8][C:7]([C:10]2[CH:15]=[CH:14][CH:13]=[C:12]([CH:16]=[O:17])[CH:11]=2)=[C:6]([CH3:18])[CH:5]=1>C(O)C>[Cl:3][C:4]1[CH:9]=[CH:8][C:7]([C:10]2[CH:15]=[CH:14][CH:13]=[C:12]([CH2:16][OH:17])[CH:11]=2)=[C:6]([CH3:18])[CH:5]=1 |f:0.1|. Procedure details: In an atmosphere of nitrogen, under ice-cooling, sodium borohydride was added to an ethanol solution of 4′-chloro-2′-methylbiphenyl-3-carbaldehyde, followed by stirring for 1 hour to obtain (4′-chloro-2′-methylbiphenyl-3-yl)methanol.